This data is from the Open Reaction Database (ORD), a public repository of structured organic reaction records. The task is: describe an organic reaction: reactants, conditions, products, and yield The reactants are NC1=NC(=C(C(=N1)C=1OC=CC1)C#N)S(=O)C (2-amino-4-furan-2-yl-6-methanesulfinyl-pyrimidine-5-carbonitrile), ( 16 ), ( 28 ), ( 30 ), ( 38 ), ( 78 ), CC=1C=CC(=NC1)CO ((5-methyl-pyridin-2-yl)methanol), C1CCC2=NCCCN2CC1 (DBU), ( 100 ). Solvent: COCCOC (DME). Product: NC1=NC(=C(C(=N1)C=1OC=CC1)C#N)OCC1=NC=C(C=C1)C (2-Amino-4-furan-2-yl-6-(5-methyl-pyridin-2-yl-methoxy)-pyrimidine-5-carbonitrile). Reaction SMILES: [NH2:1][C:2]1[N:7]=[C:6]([C:8]2[O:9][CH:10]=[CH:11][CH:12]=2)[C:5]([C:13]#[N:14])=[C:4](S(C)=O)[N:3]=1.[CH3:18][C:19]1[CH:20]=[CH:21][C:22]([CH2:25][OH:26])=[N:23][CH:24]=1.C1CCN2C(=NCCC2)CC1>COCCOC>[NH2:1][C:2]1[N:7]=[C:6]([C:8]2[O:9][CH:10]=[CH:11][CH:12]=2)[C:5]([C:13]#[N:14])=[C:4]([O:26][CH2:25][C:22]2[CH:21]=[CH:20][C:19]([CH3:18])=[CH:24][N:23]=2)[N:3]=1. Reported procedure: From 2-amino-4-furan-2-yl-6-methanesulfinyl-pyrimidine-5-carbonitrile, (5-methyl-pyridin-2-yl)methanol and DBU in DME. EI-MS m/e (%): 307 (M+, 76), 290 (28), 278 (16), 122 (100), 106 (78), 79 (30), 77 (38). Isolated yield 14.9%. The solvent is ClCCl (dichloromethane), ClCCl (dichloromethane). Starting materials: carboxylic esters, carboxylic acids, ClCCCS(=O)(=O)OCC([C@H](C(=O)O)OCC1=CC=CC=C1)(C)C ((2R)-4-[(3-Chloropropyl)sulfonyloxy]-3,3-dimethyl-2-(phenylmethoxy)butanoic acid), C(C(=O)Cl)(=O)Cl (oxalyl chloride), acid chloride, OCC(=O)N(C)C (2-Hydroxy-N,N-dimethylacetamide), N1=CC=CC=C1 (pyridine). Procedure: Following the general procedure for the preparation of carboxylic esters from carboxylic acids of Description 15, (2R)-4-[(3-chloropropyl)sulfonyloxy]-3,3-dimethyl-2-(phenylmethoxy)butanoic acid (11) (1.1 g, 2.90 mmol) dissolved in 40 mL of anhydrous dichloromethane (DCM) was reacted with 1.74 mL (3.48 mmol) of oxalyl chloride (2.0 M in DCM). After completion of the reaction, an aliquot (ca. 1.45 mmol) of the acid chloride was reacted with 455 mg (4.41 mmol) of 2-hydroxy-N,N-dimethylacetamide (3... As a reaction SMILES: [Cl:1][CH2:2][CH2:3][CH2:4][S:5]([O:8][CH2:9][C:10]([CH3:24])([CH3:23])[C@@H:11]([O:15][CH2:16][C:17]1[CH:22]=[CH:21][CH:20]=[CH:19][CH:18]=1)[C:12]([OH:14])=[O:13])(=[O:7])=[O:6].C(Cl)(=O)C(Cl)=O.O[CH2:32][C:33]([N:35]([CH3:37])[CH3:36])=[O:34].N1C=CC=CC=1>ClCCl>[Cl:1][CH2:2][CH2:3][CH2:4][S:5]([O:8][CH2:9][C:10]([CH3:24])([CH3:23])[C@@H:11]([O:15][CH2:16][C:17]1[CH:22]=[CH:21][CH:20]=[CH:19][CH:18]=1)[C:12]([O:14][CH2:32][C:33](=[O:34])[N:35]([CH3:37])[CH3:36])=[O:13])(=[O:6])=[O:7]. Product: ClCCCS(=O)(=O)OCC([C@H](C(=O)OCC(N(C)C)=O)OCC1=CC=CC=C1)(C)C ((N,N-Dimethylcarbamoyl)methyl (2R)-4-[(3-chloropropyl)sulfonyloxy]-3,3-dimethyl-2-(phenylmethoxy)butanoate). Starting materials: O (water), [OH-].[Na+] (sodium hydroxide), O (water), solid, C(#N)C1CN(C1)C(C1=CC=CC=C1)C1=CC=CC=C1 (3-cyano-1-(diphenylmethyl)azetidine), O (water), [H-].[Al+3].[Li+].[H-].[H-].[H-] (lithium aluminum hydride). The solvent is O1CCCC1 (tetrahydrofuran). Conditions: time 2 hour. Yields the product C1(=CC=CC=C1)C(N1CC(C1)CN)C1=CC=CC=C1 (1-(diphenylmethyl)-3-azetidinemethanamine). Reaction SMILES: [H-].[Al+3].[Li+].[H-].[H-].[H-].[C:7]([CH:9]1[CH2:12][N:11]([CH:13]([C:20]2[CH:25]=[CH:24][CH:23]=[CH:22][CH:21]=2)[C:14]2[CH:19]=[CH:18][CH:17]=[CH:16][CH:15]=2)[CH2:10]1)#[N:8].O.[OH-].[Na+]>O1CCCC1>[C:14]1([CH:13]([C:20]2[CH:25]=[CH:24][CH:23]=[CH:22][CH:21]=2)[N:11]2[CH2:12][CH:9]([CH2:7][NH2:8])[CH2:10]2)[CH:15]=[CH:16][CH:17]=[CH:18][CH:19]=1 |f:0.1.2.3.4.5,8.9|. Procedure: A suspension of 5.7 g (0.15 mole) of lithium aluminum hydride in 200 ml of dry tetrahydrofuran was treated portionwise with 18.6 g (75 mmole) of solid 3-cyano-1-(diphenylmethyl)azetidine. When the addition was complete, the reaction was stirred at room temperature for two hours, refluxed for four hours, and stirred at room temperature for 18 hours. The reaction was decomposed by the successive addition of 6 ml of water, 6 ml of 15% sodium hydroxide, and 18 ml of water, titrating the final water ...